Dataset: the Open Reaction Database (ORD), a public repository of structured organic reaction records. Task: describe an organic reaction: reactants, conditions, products, and yield Starting materials: C[Al](C)C, COC(=O)c1ccccc1NCc1ccnc(NC(=O)N(C)C)c1, Cc1c2ccc(N)cc2nn1C, ClCCl, [Na+], O=C([O-])O. Yields the product Cc1c2ccc(NC(=O)c3ccccc3NCc3ccnc(NC(=O)N(C)C)c3)cc2nn1C. RXN SMILES: [CH3:13][Al:14]([CH3:15])[CH3:16].[CH3:17][O:18][C:19]([c:20]1[c:21]([NH:26][CH2:27][c:28]2[cH:29][c:30]([NH:34][C:35](=[O:36])[N:37]([CH3:38])[CH3:39])[n:31][cH:32][cH:33]2)[cH:22][cH:23][cH:24][cH:25]1)=[O:40].[CH3:1][n:2]1[n:3][c:4]2[cH:5][c:6]([NH2:12])[cH:7][cH:8][c:9]2[c:10]1[CH3:11].[Cl:46][CH2:47][Cl:48].[Na+:41].[OH:42][C:43](=[O:44])[O-:45]>>[CH3:1][n:2]1[n:3][c:4]2[cH:5][c:6]([NH:12][C:19](=[O:18])[c:20]3[c:21]([NH:26][CH2:27][c:28]4[cH:29][c:30]([NH:34][C:35](=[O:36])[N:37]([CH3:38])[CH3:39])[n:31][cH:32][cH:33]4)[cH:22][cH:23][cH:24][cH:25]3)[cH:7][cH:8][c:9]2[c:10]1[CH3:11]. Starting materials: O=C([O-])[O-], COC(=O)c1ccc(O)c(OC)c1, CC#N, CS(=O)(=O)c1ccc(-c2nc(C(F)(F)F)nc(Cl)c2-c2ccc(F)cc2)cc1, [K+], [K+], O. Product: COC(=O)c1ccc(Oc2nc(C(F)(F)F)nc(-c3ccc(S(C)(=O)=O)cc3)c2-c2ccc(F)cc2)c(OC)c1. As a reaction SMILES: [C:42](=[O:43])([O-:44])[O-:45].[CH3:29][O:30][C:31](=[O:32])[c:33]1[cH:34][cH:35][c:36]([OH:37])[c:38]([O:39][CH3:40])[cH:41]1.[CH3:48][C:49]#[N:50].[Cl:1][c:2]1[n:3][c:4]([C:25]([F:26])([F:27])[F:28])[n:5][c:6](-[c:15]2[cH:16][cH:17][c:18]([S:21](=[O:22])(=[O:23])[CH3:24])[cH:19][cH:20]2)[c:7]1-[c:8]1[cH:9][cH:10][c:11]([F:14])[cH:12][cH:13]1.[K+:46].[K+:47].[OH2:51]>>[c:2]1([O:37][c:36]2[cH:35][cH:34][c:33]([C:31]([O:30][CH3:29])=[O:32])[cH:41][c:38]2[O:39][CH3:40])[n:3][c:4]([C:25]([F:26])([F:27])[F:28])[n:5][c:6](-[c:15]2[cH:16][cH:17][c:18]([S:21](=[O:22])(=[O:23])[CH3:24])[cH:19][cH:20]2)[c:7]1-[c:8]1[cH:9][cH:10][c:11]([F:14])[cH:12][cH:13]1. Reactants: CC(C)(C)OC(=O)COc1cccnc1, Cl, C1COCCO1. Yields the product O=C(O)COc1cccnc1. RXN SMILES: [C:1]([CH3:2])([CH3:3])([CH3:4])[O:5][C:6]([CH2:7][O:8][c:9]1[cH:10][n:11][cH:12][cH:13][cH:14]1)=[O:15].[ClH:16].[O:17]1[CH2:18][CH2:19][O:20][CH2:21][CH2:22]1>>[O:5]=[C:6]([CH2:7][O:8][c:9]1[cH:10][n:11][cH:12][cH:13][cH:14]1)[OH:15]. Reactants: CCOC(=O)CBr, [Cl-], O=c1[nH]c2cc([N+](=O)[O-])c(F)cc2n(O)c1=O, [H-], [NH4+], [Na+], CN(C)C=O. The product is CCOC(=O)COn1c(=O)c(=O)[nH]c2cc([N+](=O)[O-])c(F)cc21. RXN SMILES: [Br:20][CH2:21][C:22](=[O:23])[O:24][CH2:25][CH3:26].[Cl-:27].[F:1][c:2]1[c:3]([N+:15](=[O:16])[O-:17])[cH:4][c:5]2[nH:6][c:7](=[O:14])[c:8](=[O:13])[n:9]([OH:12])[c:10]2[cH:11]1.[H-:18].[NH4+:28].[Na+:19].[O:29]=[CH:30][N:31]([CH3:32])[CH3:33]>>[F:1][c:2]1[c:3]([N+:15](=[O:16])[O-:17])[cH:4][c:5]2[nH:6][c:7](=[O:14])[c:8](=[O:13])[n:9]([O:12][CH2:21][C:22](=[O:23])[O:24][CH2:25][CH3:26])[c:10]2[cH:11]1. Reactants: C(C)(C)(C)OC(NC1=C(C=C(C=C1)C#CC1=CC=C(C=C1)F)NC(CC(=O)C1=CC(=CC=C1)N1C=NC(=C1)C)=O)=O ((4-(4-fluoro-phenylethynyl)-2-{3-[3-(4-methyl-imidazol-1-yl)-phenyl]-3-oxo-propionylamino}-phenyl)-carbamic acid tert.-butyl ester), C(=O)(C(F)(F)F)O (TFA). The solvent is C(Cl)Cl (CH2Cl2). Product: FC1=CC=C(C=C1)C#CC=1C=CC2=C(NC(CC(=N2)C2=CC(=CC=C2)N2C=NC(=C2)C)=O)C1 (8-(4-Fluoro-phenylethynyl)-4-[3-(4-methyl-imidazol-1-yl)-phenyl]-1,3-dihydro-benzo[b][1,4]diazepin-2-one). Reaction SMILES: C(OC(=O)[NH:7][C:8]1[CH:13]=[CH:12][C:11]([C:14]#[C:15][C:16]2[CH:21]=[CH:20][C:19]([F:22])=[CH:18][CH:17]=2)=[CH:10][C:9]=1[NH:23][C:24](=[O:40])[CH2:25][C:26]([C:28]1[CH:33]=[CH:32][CH:31]=[C:30]([N:34]2[CH:38]=[C:37]([CH3:39])[N:36]=[CH:35]2)[CH:29]=1)=O)(C)(C)C.C(O)(C(F)(F)F)=O>C(Cl)Cl>[F:22][C:19]1[CH:18]=[CH:17][C:16]([C:15]#[C:14][C:11]2[CH:12]=[CH:13][C:8]3[N:7]=[C:26]([C:28]4[CH:33]=[CH:32][CH:31]=[C:30]([N:34]5[CH:38]=[C:37]([CH3:39])[N:36]=[CH:35]5)[CH:29]=4)[CH2:25][C:24](=[O:40])[NH:23][C:9]=3[CH:10]=2)=[CH:21][CH:20]=1. Procedure: Prepared from (4-(4-fluoro-phenylethynyl)-2-{3-[3-(4-methyl-imidazol-1-yl)-phenyl]-3-oxo-propionylamino}-phenyl)-carbamic acid tert.-butyl ester (Example K49) by treatment with TFA in CH2Cl2 according to the general procedure M. Obtained as a light yellow solid (122 mg). As a reaction SMILES: [C:35](=[O:36])([O-:37])[O-:38].[CH2:27]([CH2:28][CH2:29][SH:30])[SH:31].[CH2:32]([Cl:33])[Cl:34].[CH3:1][C:2]1([CH3:26])[c:3]2[cH:4][cH:5][c:6]([CH:13]=[CH:14][c:15]3[cH:16][cH:17][c:18]([C:19](=[O:20])[O:21][CH2:22][CH3:23])[cH:24][cH:25]3)[cH:7][c:8]2[C:9](=[O:12])[CH2:10][CH2:11]1.[K+:39].[K+:40]>>[CH3:1][C:2]1([CH3:26])[c:3]2[cH:4][cH:5][c:6]([CH:13]=[CH:14][c:15]3[cH:16][cH:17][c:18]([C:19](=[O:20])[O:21][CH2:22][CH3:23])[cH:24][cH:25]3)[cH:7][c:8]2[CH:9]([CH:32]2[S:30][CH2:29][CH2:28][CH2:27][S:31]2)[CH2:10][CH2:11]1. Reactants: O=C([O-])[O-], SCCCS, ClCCl, CCOC(=O)c1ccc(C=Cc2ccc3c(c2)C(=O)CCC3(C)C)cc1, [K+], [K+]. Product: CCOC(=O)c1ccc(C=Cc2ccc3c(c2)C(C2SCCCS2)CCC3(C)C)cc1. The reactants are CCCCO, CCOC(=O)Cc1c(C)noc1C, NN, O. Product: Cc1noc(C)c1CC(=O)NN. RXN SMILES: [CH2:17]([OH:18])[CH2:19][CH2:20][CH3:21].[CH2:1]([O:3][C:4](=[O:2])[CH2:5][c:6]1[c:7]([CH3:12])[n:8][o:9][c:10]1[CH3:11])[CH3:13].[NH2:15][NH2:16].[OH2:14]>>[O:3]=[C:4]([CH2:5][c:6]1[c:7]([CH3:12])[n:8][o:9][c:10]1[CH3:11])[NH:15][NH2:16]. The product is CC(C)(Oc1cc(NS(=O)(=O)N2CCC2)nc(SCc2cccc(F)c2F)n1)C(O)CO. As a reaction SMILES: [Cl-:50].[Cl-:52].[Cl-:53].[Cl:36][CH2:37][Cl:38].[F:1][c:2]1[c:3]([CH2:9][S:10][c:11]2[n:12][c:13]([O:25][C:26]([CH3:27])([CH3:28])[CH:29]3[O:30][C:31]([CH3:34])([CH3:35])[O:32][CH2:33]3)[cH:14][c:15]([NH:17][S:18](=[O:19])(=[O:20])[N:21]3[CH2:22][CH2:23][CH2:24]3)[n:16]2)[cH:4][cH:5][cH:6][c:7]1[F:8].[Fe+3:51].[Na+:39].[OH2:44].[OH2:45].[OH2:46].[OH2:47].[OH2:48].[OH2:49].[OH:40][C:41](=[O:42])[O-:43]>>[F:1][c:2]1[c:3]([CH2:9][S:10][c:11]2[n:12][c:13]([O:25][C:26]([CH3:27])([CH3:28])[CH:29]([OH:30])[CH2:33][OH:32])[cH:14][c:15]([NH:17][S:18](=[O:19])(=[O:20])[N:21]3[CH2:22][CH2:23][CH2:24]3)[n:16]2)[cH:4][cH:5][cH:6][c:7]1[F:8]. The reactants are [Cl-], [Cl-], [Cl-], ClCCl, CC1(C)OCC(C(C)(C)Oc2cc(NS(=O)(=O)N3CCC3)nc(SCc3cccc(F)c3F)n2)O1, [Fe+3], [Na+], O, O, O, O, O, O, O=C([O-])O. The reactants are N1C(=CC2=CC=CC=C12)C(=O)O (2-indolecarboxylic acid), S(=O)(Cl)Cl (thionyl chloride), CO (methanol). The product is N1C(=CC2=CC=CC=C12)C(=O)OC (methyl 2-indolecarboxylate). Yield: 99.2%. RXN SMILES: [NH:1]1[C:9]2[C:4](=[CH:5][CH:6]=[CH:7][CH:8]=2)[CH:3]=[C:2]1[C:10]([OH:12])=[O:11].S(Cl)(Cl)=O.[CH3:17]O>>[NH:1]1[C:9]2[C:4](=[CH:5][CH:6]=[CH:7][CH:8]=2)[CH:3]=[C:2]1[C:10]([O:12][CH3:17])=[O:11]. Reported procedure: To 300 ml of a methanol solution of 30.0 g (186.2 mmol) of 2-indolecarboxylic acid was dropwise added 44.3 g (372.3 mmol) of thionyl chloride at 0° C. The reaction mixture was refluxed for 2 hours and the solvent was then distilled off under reduced pressure. Ice water was poured onto the resulting residue. The mixture was made basic by the addition of concentrated ammonium hydroxide. The mixture was extracted three times with ethyl acetate. The extract was washed with water and dried over anhyd... Starting materials: C(CCC)[Li] (n-butyllithium), CC1=C(C=C(C(=N1)C(=O)OCC)C(=O)OCC)NC (6-methyl-5-(N-methylamino)pyridine-2,3-dicarboxylic acid, diethyl ester), CS(=O)(=O)Cl (methanesulfonyl chloride). Run in O1CCCC1 (tetrahydrofuran). Reaction conditions: temperature -65 celsius. The product is CC1=C(C=C(C(=N1)C(=O)OCC)C(=O)OCC)N(C)S(=O)(=O)C (6-methyl-5-(N-methylmethanesulfonylamino)-pyridine-2,3-dicarboxylic acid, diethyl ester). As a reaction SMILES: [CH3:1][C:2]1[N:7]=[C:6]([C:8]([O:10][CH2:11][CH3:12])=[O:9])[C:5]([C:13]([O:15][CH2:16][CH3:17])=[O:14])=[CH:4][C:3]=1[NH:18][CH3:19].C([Li])CCC.[CH3:25][S:26](Cl)(=[O:28])=[O:27]>O1CCCC1>[CH3:1][C:2]1[N:7]=[C:6]([C:8]([O:10][CH2:11][CH3:12])=[O:9])[C:5]([C:13]([O:15][CH2:16][CH3:17])=[O:14])=[CH:4][C:3]=1[N:18]([S:26]([CH3:25])(=[O:28])=[O:27])[CH3:19]. Procedure details: A solution of 1.33 g of 6-methyl-5-(N-methylamino)pyridine-2,3-dicarboxylic acid, diethyl ester, in 30 mL dry tetrahydrofuran is cooled under nitrogen with stirring to -65° C., and treated dropwise with 2.6 mL of 2.3M n-butyllithium (hexane solution). When the addition is complete, 0.4 mL of methanesulfonyl chloride is added, and the reaction is allowed to warm to room temperature over a 30 minute period. The reaction is quenched with 10 mL of water and concentrated in vacuo. The residue is part...